Dataset: the Open Reaction Database (ORD), a public repository of structured organic reaction records. Task: describe an organic reaction: reactants, conditions, products, and yield Reactants: CC1CN(Cc2ccn(-c3cccnc3N3CCC(Oc4ccc(F)cc4)CC3)n2)CC(C)N1, CC1CN(Cc2ccn(-c3cccnc3N3CCC(Oc4ccccc4F)CC3)n2)CC(C)N1C(=O)C(F)(F)F. Yields the product CC1CN(Cc2ccn(-c3cccnc3N3CCC(Oc4ccccc4F)CC3)n2)CC(C)N1. RXN SMILES: [F:1][c:2]1[cH:3][cH:4][c:5]([O:6][CH:7]2[CH2:8][CH2:9][N:10]([c:11]3[c:12](-[n:13]4[cH:14][cH:15][c:16]([CH2:17][N:18]5[CH2:19][CH:20]([CH3:21])[NH:22][CH:23]([CH3:24])[CH2:25]5)[n:26]4)[cH:27][cH:28][cH:29][n:30]3)[CH2:31][CH2:32]2)[cH:33][cH:34]1.[F:35][c:36]1[c:37]([O:42][CH:43]2[CH2:44][CH2:45][N:46]([c:49]3[n:50][cH:51][cH:52][cH:53][c:54]3-[n:55]3[n:56][c:57]([CH2:60][N:61]4[CH2:62][CH:63]([CH3:74])[N:64]([C:68](=[O:69])[C:70]([F:71])([F:72])[F:73])[CH:65]([CH3:67])[CH2:66]4)[cH:58][cH:59]3)[CH2:47][CH2:48]2)[cH:38][cH:39][cH:40][cH:41]1>>[F:35][c:36]1[c:37]([O:42][CH:43]2[CH2:44][CH2:45][N:46]([c:49]3[n:50][cH:51][cH:52][cH:53][c:54]3-[n:55]3[n:56][c:57]([CH2:60][N:61]4[CH2:62][CH:63]([CH3:74])[NH:64][CH:65]([CH3:67])[CH2:66]4)[cH:58][cH:59]3)[CH2:47][CH2:48]2)[cH:38][cH:39][cH:40][cH:41]1.